This data is from the Open Reaction Database (ORD), a public repository of structured organic reaction records. The task is: describe an organic reaction: reactants, conditions, products, and yield The reactants are 1a, 1b, OCC(=O)OC1CC(CCC1C(C)C)C ((-)-menthyl hydroxyacetate), C(C)(C)(C)[Si](C)(C)Cl (tertbutyldimethylsilyl chloride), OCC(=O)O[C@H]1[C@@H](CCCC1)C1=CC=CC=C1 ((-)-(1R,2S)-2-phenyl-1-cyclohexyl hydroxyacetate), [Si](C)(C)(C(C)(C)C)Cl (tert-butyldimethylsilyl chloride), OCC(=O)O[C@@H]1[C@H](CCCC1)C1=CC=CC=C1 ((+)-(1S,2R)-2-phenyl-1-cyclohexyl hydroxyacetate), C(C)(C)[Si](C(C)C)(C(C)C)Cl (triisopropylsilyl chloride). The product is C(C)(C)[Si](OCC(=O)O[C@H]1[C@@H](CCCC1)C1=CC=CC=C1)(C(C)C)C(C)C ((1R,2S)-2-phenyl-1-cyclohexyl triisopropyl-silyl-oxyacetate). RXN SMILES: OCC(OC1C(C(C)C)CCC(C)C1)=O.C([Si](Cl)(C)C)(C)(C)C.[OH:24][CH2:25][C:26]([O:28][C@@H:29]1[CH2:34][CH2:33][CH2:32][CH2:31][C@H:30]1[C:35]1[CH:40]=[CH:39][CH:38]=[CH:37][CH:36]=1)=[O:27].OCC(O[C@H]1CCCC[C@@H]1C1C=CC=CC=1)=O.[CH:58]([Si:61](Cl)([CH:65]([CH3:67])[CH3:66])[CH:62]([CH3:64])[CH3:63])([CH3:60])[CH3:59]>>[CH:58]([Si:61]([CH:65]([CH3:67])[CH3:66])([CH:62]([CH3:64])[CH3:63])[O:24][CH2:25][C:26]([O:28][C@@H:29]1[CH2:34][CH2:33][CH2:32][CH2:31][C@H:30]1[C:35]1[CH:40]=[CH:39][CH:38]=[CH:37][CH:36]=1)=[O:27])([CH3:60])[CH3:59]. Reported procedure: In the same manner, 1a, 1b, and 1c(+) were prepared from the combinations of (-)-menthyl hydroxyacetate with tertbutyldimethylsilyl chloride, (-)-(1R,2S)-2-phenyl-1-cyclohexyl hydroxyacetate with tert-butyldimethylsilyl chloride, and (+)-(1S,2R)-2-phenyl-1-cyclohexyl hydroxyacetate with triisopropylsilyl chloride, respectively, in 90-95% yields. The reactants are CCO, CCCCCC=CC(=O)O, [O-][Cl+3]([O-])([O-])O, [H][H], [K+], O=[Mn](=O)(=O)[O-]. The product is CCCCCCCC(=O)O. As a reaction SMILES: [CH3:24][CH2:25][OH:26].[CH:1](=[CH:2][CH2:3][CH2:4][CH2:5][CH2:6][CH3:7])[C:8](=[O:9])[OH:10].[Cl+3:13]([OH:14])([O-:15])([O-:16])[O-:17].[H:11][H:12].[K+:23].[Mn:18]([O-:19])(=[O:20])(=[O:21])=[O:22]>>[CH2:1]([CH2:2][CH2:3][CH2:4][CH2:5][CH2:6][CH3:7])[C:8](=[O:9])[OH:10]. Starting materials: SCCc1ccccc1, CO, Cl, [K+], [OH-], OCCCl. Yields the product OCCSCCc1ccccc1. Reaction SMILES: [CH2:1]([CH2:2][c:3]1[cH:4][cH:5][cH:6][cH:7][cH:8]1)[SH:9].[CH3:17][OH:18].[ClH:16].[K+:11].[OH-:10].[OH:12][CH2:13][CH2:14][Cl:15]>>[CH2:1]([CH2:2][c:3]1[cH:4][cH:5][cH:6][cH:7][cH:8]1)[S:9][CH2:14][CH2:13][OH:12]. The reactants are CC(C)(C)OC(=O)NCCO, C1CCOC1, COc1ccccc1O, CCOC(=O)N=NC(=O)OCC, c1ccc(P(c2ccccc2)c2ccccc2)cc1. The product is COc1ccccc1OCCNC(=O)OC(C)(C)C. Reaction SMILES: [C:1]([CH3:2])([CH3:3])([CH3:4])[O:5][C:6]([NH:7][CH2:8][CH2:9][OH:10])=[O:11].[CH2:52]1[O:53][CH2:54][CH2:55][CH2:56]1.[CH3:31][O:32][c:33]1[c:34]([OH:39])[cH:35][cH:36][cH:37][cH:38]1.[O:40]=[C:41]([O:42][CH2:43][CH3:44])[N:45]=[N:46][C:47]([O:48][CH2:49][CH3:50])=[O:51].[c:12]1([P:13]([c:14]2[cH:15][cH:16][cH:17][cH:18][cH:19]2)[c:20]2[cH:21][cH:22][cH:23][cH:24][cH:25]2)[cH:26][cH:27][cH:28][cH:29][cH:30]1>>[C:1]([CH3:2])([CH3:3])([CH3:4])[O:5][C:6]([NH:7][CH2:8][CH2:9][O:10][c:34]1[c:33]([O:32][CH3:31])[cH:38][cH:37][cH:36][cH:35]1)=[O:11]. The reactants are C(CCC)C1=NC2=C(N1CC1=CC=C(C=C1)C1=C(C=CC=C1)C1=NN=NN1)C(=CC=C2)CC(=O)OCC (ethyl 2-butyl-1-[[2'-(1H-tetrazol-5-yl)biphenyl-4-yl)methyl]benzimidazole-7-acetate). Solvent: [OH-].[Na+] (NaOH), CO (methanol). Product: C(CCC)C1=NC2=C(N1CC1=CC=C(C=C1)C1=C(C=CC=C1)C1=NN=NN1)C(=CC=C2)CC(=O)O (2-Butyl-1-[[2'-(1H-tetrazol-5-yl)biphenyl-4-yl]methyl]benzimidazole-7-acetic acid). Yield: 45.4%. As a reaction SMILES: [CH2:1]([C:5]1[N:9]([CH2:10][C:11]2[CH:16]=[CH:15][C:14]([C:17]3[CH:22]=[CH:21][CH:20]=[CH:19][C:18]=3[C:23]3[NH:27][N:26]=[N:25][N:24]=3)=[CH:13][CH:12]=2)[C:8]2[C:28]([CH2:32][C:33]([O:35]CC)=[O:34])=[CH:29][CH:30]=[CH:31][C:7]=2[N:6]=1)[CH2:2][CH2:3][CH3:4]>[OH-].[Na+].CO>[CH2:1]([C:5]1[N:9]([CH2:10][C:11]2[CH:16]=[CH:15][C:14]([C:17]3[CH:22]=[CH:21][CH:20]=[CH:19][C:18]=3[C:23]3[NH:27][N:26]=[N:25][N:24]=3)=[CH:13][CH:12]=2)[C:8]2[C:28]([CH2:32][C:33]([OH:35])=[O:34])=[CH:29][CH:30]=[CH:31][C:7]=2[N:6]=1)[CH2:2][CH2:3][CH3:4] |f:1.2|. Reported procedure: A mixture of ethyl 2-butyl-1-[[2'-(1H-tetrazol-5-yl)biphenyl-4-yl)methyl]benzimidazole-7-acetate (0.28 g) in 1N NaOH (1.5 ml) and methanol (5 ml) was heated for two hours under reflux. The reaction mixture was concentrated, which was neutralized with 1N-HCl. Crystals separated out were collected by filtration and purified by column chromatography on silica gel to afford colorless crystals (0.12 g, 46%), m.p. 170°-171° C. Starting materials: CC(=O)N1CC(C)(C)Oc2cc3nonc3cc21, O=C([O-])[O-], CO, [K+], [K+], O. Yields the product CC1(C)CNc2cc3nonc3cc2O1. As a reaction SMILES: [C:1](=[O:2])([CH3:3])[N:4]1[CH2:5][C:6]([CH3:17])([CH3:18])[O:7][c:8]2[c:9]1[cH:10][c:11]1[c:12]([cH:13]2)[n:14][o:15][n:16]1.[C:21](=[O:22])([O-:23])[O-:24].[CH3:19][OH:20].[K+:25].[K+:26].[OH2:27]>>[NH:4]1[CH2:5][C:6]([CH3:17])([CH3:18])[O:7][c:8]2[c:9]1[cH:10][c:11]1[c:12]([cH:13]2)[n:14][o:15][n:16]1. The reactants are CC(=O)O, COC(=O)c1ccc(N)nc1OC, ClCl. The product is COC(=O)c1cc(Cl)c(N)nc1OC. Reaction SMILES: [CH3:16][C:17](=[O:18])[OH:19].[CH3:1][O:2][C:3](=[O:4])[c:5]1[c:6]([O:12][CH3:13])[n:7][c:8]([NH2:11])[cH:9][cH:10]1.[Cl:14][Cl:15]>>[CH3:1][O:2][C:3](=[O:4])[c:5]1[c:6]([O:12][CH3:13])[n:7][c:8]([NH2:11])[c:9]([Cl:14])[cH:10]1.